This data is from the Open Reaction Database (ORD), a public repository of structured organic reaction records. The task is: describe an organic reaction: reactants, conditions, products, and yield The reactants are Cl.COC([C@H](CC1=CC=C(C=C1)C1=CC=C(C=C1)C#N)NC(=O)C1NCC=2C=C3C(=CC2C1)OC[C@@H](O3)C3=CC=C(C=C3)OCC)=O ((S)-3-(4′-Cyano-biphenyl-4-yl)-2-{[(S)-3-(4-ethoxy-phenyl)-2,3,6,7,8,9-hexahydro-[1,4]dioxino[2,3-g]isoquinoline-8-carbonyl]-amino}-propionic acid methyl ester hydrochloride), C(C)(=O)NC=1SC(=C(N1)C)S(=O)(=O)Cl (2-acetylamino-4-methyl thiazole-5-sulfonyl chloride). The product is COC([C@H](CC1=CC=C(C=C1)C1=CC=C(C=C1)C#N)NC(=O)C1N(CC=2C=C3C(=CC2C1)OC[C@@H](O3)C3=CC=C(C=C3)OCC)S(=O)(=O)C3=C(N=C(S3)NC(C)=O)C)=O ((S)-2-{[(S)-7-(2-acetylamino-4-methyl-thiazole-5-sulfonyl)-3-(4-ethoxy-phenyl)-2,3,6,7,8,9-hexahydro-[1,4]dioxino[2,3-g]isoquinoline-8-carbonyl]-amino}-3-(4′-cyano-biphenyl-4-yl)-propionic acid methyl ester). Yield: 73.9%. RXN SMILES: Cl.[CH3:2][O:3][C:4](=[O:47])[C@@H:5]([NH:21][C:22]([CH:24]1[CH2:33][C:32]2[CH:31]=[C:30]3[O:34][CH2:35][C@H:36]([C:38]4[CH:43]=[CH:42][C:41]([O:44][CH2:45][CH3:46])=[CH:40][CH:39]=4)[O:37][C:29]3=[CH:28][C:27]=2[CH2:26][NH:25]1)=[O:23])[CH2:6][C:7]1[CH:12]=[CH:11][C:10]([C:13]2[CH:18]=[CH:17][C:16]([C:19]#[N:20])=[CH:15][CH:14]=2)=[CH:9][CH:8]=1.[C:48]([NH:51][C:52]1[S:53][C:54]([S:58](Cl)(=[O:60])=[O:59])=[C:55]([CH3:57])[N:56]=1)(=[O:50])[CH3:49]>>[CH3:2][O:3][C:4](=[O:47])[C@@H:5]([NH:21][C:22]([CH:24]1[CH2:33][C:32]2[CH:31]=[C:30]3[O:34][CH2:35][C@H:36]([C:38]4[CH:39]=[CH:40][C:41]([O:44][CH2:45][CH3:46])=[CH:42][CH:43]=4)[O:37][C:29]3=[CH:28][C:27]=2[CH2:26][N:25]1[S:58]([C:54]1[S:53][C:52]([NH:51][C:48](=[O:50])[CH3:49])=[N:56][C:55]=1[CH3:57])(=[O:59])=[O:60])=[O:23])[CH2:6][C:7]1[CH:12]=[CH:11][C:10]([C:13]2[CH:14]=[CH:15][C:16]([C:19]#[N:20])=[CH:17][CH:18]=2)=[CH:9][CH:8]=1 |f:0.1|. Procedure details: (S)-3-(4′-Cyano-biphenyl-4-yl)-2-{[(S)-3-(4-ethoxy-phenyl)-2,3,6,7,8,9-hexahydro-[1,4]dioxino[2,3-g]isoquinoline-8-carbonyl]-amino}-propionic acid methyl ester hydrochloride (18 mg) was reacted with 2-acetylamino-4-methyl thiazole-5-sulfonyl chloride (11 mg) according to General Procedure E to give (S)-2-{[(S)-7-(2-acetylamino-4-methyl-thiazole-5-sulfonyl)-3-(4-ethoxy-phenyl)-2,3,6,7,8,9-hexahydro-[1,4]dioxino[2,3-g]isoquinoline-8-carbonyl]-amino}-3-(4′-cyano-biphenyl-4-yl)-propionic acid methyl... The reactants are Cl.C1(CC1)COC1=C(C=C(C=C1)C)C=1C2=C(N=CN1)C(=C(N2)C)C(=O)NC2CCNCC2 (4-[2-(cyclopropylmethoxy)-5-methylphenyl]-6-methyl-N-(piperidin-4-yl)-5H-pyrrolo[3,2-d]pyrimidine-7-carboxamide hydrochloride), C(C)(=O)O[C@H](C(=O)Cl)C ((2S)-1-chloro-1-oxopropan-2-yl acetate). Product: C1(CC1)COC1=C(C=C(C=C1)C)C=1C2=C(N=CN1)C(=C(N2)C)C(=O)NC2CCN(CC2)C([C@H](C)O)=O (4-[2-(Cyclopropylmethoxy)-5-methylphenyl]-N-{1-[(2S)-2-hydroxypropanoyl]piperidin-4-yl}-6-methyl-5H-pyrrolo[3,2-d]pyrimidine-7-carboxamide). As a reaction SMILES: Cl.[CH:2]1([CH2:5][O:6][C:7]2[CH:12]=[CH:11][C:10]([CH3:13])=[CH:9][C:8]=2[C:14]2[C:15]3[NH:22][C:21]([CH3:23])=[C:20]([C:24]([NH:26][CH:27]4[CH2:32][CH2:31][NH:30][CH2:29][CH2:28]4)=[O:25])[C:16]=3[N:17]=[CH:18][N:19]=2)[CH2:4][CH2:3]1.C([O:36][C@@H:37]([CH3:41])[C:38](Cl)=[O:39])(=O)C>>[CH:2]1([CH2:5][O:6][C:7]2[CH:12]=[CH:11][C:10]([CH3:13])=[CH:9][C:8]=2[C:14]2[C:15]3[NH:22][C:21]([CH3:23])=[C:20]([C:24]([NH:26][CH:27]4[CH2:28][CH2:29][N:30]([C:38](=[O:39])[C@@H:37]([OH:36])[CH3:41])[CH2:31][CH2:32]4)=[O:25])[C:16]=3[N:17]=[CH:18][N:19]=2)[CH2:4][CH2:3]1 |f:0.1|. Reported procedure: Starting from 4-[2-(cyclopropylmethoxy)-5-methylphenyl]-6-methyl-N-(piperidin-4-yl)-5H-pyrrolo[3,2-d]pyrimidine-7-carboxamide hydrochloride (example D.f28) and commercially available (2S)-1-chloro-1-oxopropan-2-yl acetate the title compound is obtained as colorless solid. Starting materials: FC1=CC=C(C=C1)C=1OC(=C(N1)CC(=O)OCC)C=1OC=CC1 (ethyl 2-[2-(4-fluorophenyl)-5-(2-furyl)-4-oxazolyl]acetate), CO (methanol), [OH-].[Na+] (sodium hydroxide). Solvent: O (water). Yields the product FC1=CC=C(C=C1)C=1OC(=C(N1)CC(=O)O)C=1OC=CC1 (2-[2-(4-fluorophenyl)-5-(2-furyl)-4-oxazolyl]acetic acid). The yield is 87.8%. Reaction SMILES: [F:1][C:2]1[CH:7]=[CH:6][C:5]([C:8]2[O:9][C:10]([C:19]3[O:20][CH:21]=[CH:22][CH:23]=3)=[C:11]([CH2:13][C:14]([O:16]CC)=[O:15])[N:12]=2)=[CH:4][CH:3]=1.CO.[OH-].[Na+]>O>[F:1][C:2]1[CH:7]=[CH:6][C:5]([C:8]2[O:9][C:10]([C:19]3[O:20][CH:21]=[CH:22][CH:23]=3)=[C:11]([CH2:13][C:14]([OH:16])=[O:15])[N:12]=2)=[CH:4][CH:3]=1 |f:2.3|. Procedure: 5.0 g of ethyl 2-[2-(4-fluorophenyl)-5-(2-furyl)-4-oxazolyl]acetate, 70 ml of methanol, 10 ml of water and 1.5 g of sodium hydroxide are treated in the same manner as described in Example 16. 4.0 g of 2-[2-(4-fluorophenyl)-5-(2-furyl)-4-oxazolyl]acetic acid are thereby obtained. Yield: 87.7% Reactants: COCCn1nc(C#N)c(Br)c1CCCCCl, O=C([O-])[O-], COCCOC, Cl, [K+], [K+], Nc1ccccc1B(O)O, O, Cl[Pd]Cl, c1ccc(P(c2ccccc2)c2ccccc2)cc1, c1ccc(P(c2ccccc2)c2ccccc2)cc1. Product: COCCn1nc(C#N)c(-c2ccccc2N)c1CCCCCl. As a reaction SMILES: [Br:24][c:25]1[c:26]([C:39]#[N:40])[n:27][n:28]([CH2:35][CH2:36][O:37][CH3:38])[c:29]1[CH2:30][CH2:31][CH2:32][CH2:33][Cl:34].[C:12](=[O:13])([O-:14])[O-:15].[CH3:18][O:19][CH2:20][CH2:21][O:22][CH3:23].[ClH:1].[K+:16].[K+:17].[NH2:2][c:3]1[c:4]([B:9]([OH:10])[OH:11])[cH:5][cH:6][cH:7][cH:8]1.[OH2:82].[Pd:41]([Cl:42])[Cl:43].[c:44]1([P:45]([c:46]2[cH:47][cH:48][cH:49][cH:50][cH:51]2)[c:52]2[cH:53][cH:54][cH:55][cH:56][cH:57]2)[cH:58][cH:59][cH:60][cH:61][cH:62]1.[c:63]1([P:64]([c:65]2[cH:66][cH:67][cH:68][cH:69][cH:70]2)[c:71]2[cH:72][cH:73][cH:74][cH:75][cH:76]2)[cH:77][cH:78][cH:79][cH:80][cH:81]1>>[NH2:2][c:3]1[c:4](-[c:25]2[c:26]([C:39]#[N:40])[n:27][n:28]([CH2:35][CH2:36][O:37][CH3:38])[c:29]2[CH2:30][CH2:31][CH2:32][CH2:33][Cl:34])[cH:5][cH:6][cH:7][cH:8]1. Starting materials: C1CCOC1, C[Si](C)(C)[N-][Si](C)(C)C, O=C(O)c1ccc(F)c(F)c1F, C[Si](C)(C)C#Cc1ccc(N)c(F)c1, [Li+]. Yields the product C[Si](C)(C)C#Cc1ccc(Nc2c(C(=O)O)ccc(F)c2F)c(F)c1. As a reaction SMILES: [CH2:37]1[O:38][CH2:39][CH2:40][CH2:41]1.[CH3:28][Si:29]([N-:30][Si:31]([CH3:32])([CH3:33])[CH3:34])([CH3:35])[CH3:36].[F:15][c:16]1[c:17]([C:18](=[O:19])[OH:20])[cH:21][cH:22][c:23]([F:26])[c:24]1[F:25].[F:1][c:2]1[c:3]([NH2:4])[cH:5][cH:6][c:7]([C:9]#[C:10][Si:11]([CH3:12])([CH3:13])[CH3:14])[cH:8]1.[Li+:27]>>[F:1][c:2]1[c:3]([NH:4][c:16]2[c:17]([C:18](=[O:19])[OH:20])[cH:21][cH:22][c:23]([F:26])[c:24]2[F:25])[cH:5][cH:6][c:7]([C:9]#[C:10][Si:11]([CH3:12])([CH3:13])[CH3:14])[cH:8]1. Reactants: ClC1=C(C(=NC=C1)N)I (4-chloro-3-iodopyridin-2-amine), NC=1C=C(C=CC1)O (3-aminophenol), O(C1=CC=CC=C1)C1=CC=C(C=C1)B(O)O ((4-phenoxyphenyl)boronic acid), Cl.CN(C/C=C/C(=O)O)C ((E)-4-(dimethylamino)but-2-enoic acid hydrochloride). The product is NC1=NC=CC(=C1C1=CC=C(C=C1)OC1=CC=CC=C1)OC=1C=C(C=CC1)NC(\C=C\CN(C)C)=O ((E)-N-(3-((2-amino-3-(4-phenoxyphenyl)pyridin-4-yl)oxy)phenyl)-4-(dimethylamino)but-2-enamide). RXN SMILES: Cl[C:2]1[CH:7]=[CH:6][N:5]=[C:4]([NH2:8])[C:3]=1I.[NH2:10][C:11]1[CH:12]=[C:13]([OH:17])[CH:14]=[CH:15][CH:16]=1.[O:18]([C:25]1[CH:30]=[CH:29][C:28](B(O)O)=[CH:27][CH:26]=1)[C:19]1[CH:24]=[CH:23][CH:22]=[CH:21][CH:20]=1.Cl.[CH3:35][N:36]([CH3:43])[CH2:37]/[CH:38]=[CH:39]/[C:40](O)=[O:41]>>[NH2:8][C:4]1[C:3]([C:22]2[CH:23]=[CH:24][C:19]([O:18][C:25]3[CH:30]=[CH:29][CH:28]=[CH:27][CH:26]=3)=[CH:20][CH:21]=2)=[C:2]([O:17][C:13]2[CH:12]=[C:11]([NH:10][C:40](=[O:41])/[CH:39]=[CH:38]/[CH2:37][N:36]([CH3:43])[CH3:35])[CH:16]=[CH:15][CH:14]=2)[CH:7]=[CH:6][N:5]=1 |f:3.4|. Reported procedure: (E)-N-(3-((2-amino-3-(4-phenoxyphenyl)pyridin-4-yl)oxy)phenyl)-4-(dimethylamino)but-2-enamide was prepared from 4-chloro-3-iodopyridin-2-amine, 3-aminophenol, (4-phenoxyphenyl)boronic acid, and (E)-4-(dimethylamino)but-2-enoic acid hydrochloride using methods A, C, and E. HPLC: 100%. MS: m/z=481 [M+H]+. 1H-NMR (DMSO-D6) δ 10.51 (s, 1H), 9.88 (broad s, 1H), 7.95 (d, 1H), 7.61 (s, 1H), 7.43-7.32 (m, 8H), 7.17 (t, 1H), 7.12-7.08 (m, 4H), 6.89 (s, 1H), 6.72 (m, 1H), 6.42 (d, 1H), 6.32 (d, 1H), 3.93 ... Reaction SMILES: [CH:8]([N:9]([CH2:10][CH3:11])[CH:12]([CH3:13])[CH3:14])([CH3:15])[CH3:16].[Cl:17][C:18](=[O:19])[O:20][c:21]1[cH:22][cH:23][cH:24][cH:25][cH:26]1.[Cl:27][CH2:28][Cl:29].[NH2:1][c:2]1[cH:3][cH:4][n:5][cH:6][cH:7]1>>[NH:1]([c:2]1[cH:3][cH:4][n:5][cH:6][cH:7]1)[C:18](=[O:19])[O:20][c:21]1[cH:22][cH:23][cH:24][cH:25][cH:26]1. Yields the product O=C(Nc1ccncc1)Oc1ccccc1. Starting materials: CCN(C(C)C)C(C)C, O=C(Cl)Oc1ccccc1, ClCCl, Nc1ccncc1. The reactants are NC=1C=C(C(=O)O)C=CC1N (3,4-diaminobenzoic acid), C(C)(=O)O (acetic acid), Cl (hydrochloric acid). Run at temperature 100 celsius. Yields the product Cl.CC=1NC2=C(N1)C=CC(=C2)C(=O)O (2-methylbenzimidazole-5-carboxylic acid hydrochloride). Yield: 94.5%. RXN SMILES: [NH2:1][C:2]1[CH:3]=[C:4]([CH:8]=[CH:9][C:10]=1[NH2:11])[C:5]([OH:7])=[O:6].[C:12](O)(=O)[CH3:13].[ClH:16]>>[ClH:16].[CH3:12][C:13]1[NH:1][C:2]2[CH:3]=[C:4]([C:5]([OH:7])=[O:6])[CH:8]=[CH:9][C:10]=2[N:11]=1 |f:3.4|. Procedure details: After a mixture of 5.0 g (32.8 mmols) of 3,4-diaminobenzoic acid, 50 ml of conc. hydrochloric acid and 10 ml (0.175 mol) of acetic acid was heated at 100° C. for 24 hours, the solvent was distilled off under reduced pressure to give 6.6 g (94.5%) of 2-methylbenzimidazole-5-carboxylic acid hydrochloride.